From a dataset of the Open Reaction Database (ORD), a public repository of structured organic reaction records. describe an organic reaction: reactants, conditions, products, and yield Yield: 18.7%. The product is C1(=CC=CC=C1)NS(=O)(=O)C=1C=C2C(=CC(NC2=CC1)=O)C(F)(F)F (2-Oxo-4-trifluoromethyl-1,2-dihydroquinoline-6-sulfonic acid phenylamide). RXN SMILES: [O:1]=[C:2]1[CH:11]=[C:10]([C:12]([F:15])([F:14])[F:13])[C:9]2[C:4](=[CH:5][CH:6]=[C:7]([S:16](Cl)(=[O:18])=[O:17])[CH:8]=2)[NH:3]1.[C:20]1([NH2:26])[CH:25]=[CH:24][CH:23]=[CH:22][CH:21]=1.N1C=CC=CC=1>>[C:20]1([NH:26][S:16]([C:7]2[CH:8]=[C:9]3[C:4](=[CH:5][CH:6]=2)[NH:3][C:2](=[O:1])[CH:11]=[C:10]3[C:12]([F:15])([F:14])[F:13])(=[O:18])=[O:17])[CH:25]=[CH:24][CH:23]=[CH:22][CH:21]=1. Procedure details: Following the same procedure as Example 1, condensation of 2-oxo-4-trifluoromethyl-1,2-dihydroquinoline-6-sulfonyl chloride (Preparation 3, 50 mg, 160 μmol) with PhNH2 (15 μL, 168 μmol), employing pyridine (14 μL, 168 μmol) as base, gave the title compound (11 mg, 17%): δH ((CD3)2SO)=7.00 (s, 1H), 7.05–7.10 (m, 3H), 7.20 (m, 2H), 7.50 (d, 1H), 7.90 (dd, 1H), 8.00 (d, 1H); m/z (ES+)=369.1 [M+H]+. Reactants: O=C1NC2=CC=C(C=C2C(=C1)C(F)(F)F)S(=O)(=O)Cl (2-oxo-4-trifluoromethyl-1,2-dihydroquinoline-6-sulfonyl chloride), C1(=CC=CC=C1)N (PhNH2), N1=CC=CC=C1 (pyridine).